This data is from the Open Reaction Database (ORD), a public repository of structured organic reaction records. The task is: describe an organic reaction: reactants, conditions, products, and yield Starting materials: compound, ClC1=CC=C(C(=O)C2=CC=C(CN3C=NC4=C3C(=NNC4=O)Cl)C=C2)C=C1 (1-[4-(4-chlorobenzoyl)benzyl]-7-chloroimidazo[4,5-d]pyridazin-4(5H)-one), CI (methyl iodide), O (water), C([O-])([O-])=O.[K+].[K+] (potassium carbonate). The solvent is CN(C)C=O (DMF). Reaction conditions: time 65 hour. Yields the product ClC1=CC=C(C(=O)C2=CC=C(CN3C=NC4=C3C(=NN(C4=O)C)Cl)C=C2)C=C1 (1-[4-(4-Chlorobenzoyl)benzyl]-5-methyl-7-chloro-imidazo[4,5-d]pyridazin-4(5H)-one). Isolated yield 50.0%. As a reaction SMILES: [Cl:1][C:2]1[CH:27]=[CH:26][C:5]([C:6]([C:8]2[CH:25]=[CH:24][C:11]([CH2:12][N:13]3[C:17]4[C:18]([Cl:23])=[N:19][NH:20][C:21](=[O:22])[C:16]=4[N:15]=[CH:14]3)=[CH:10][CH:9]=2)=[O:7])=[CH:4][CH:3]=1.[C:28](=O)([O-])[O-].[K+].[K+].CI.O>CN(C=O)C>[Cl:1][C:2]1[CH:27]=[CH:26][C:5]([C:6]([C:8]2[CH:25]=[CH:24][C:11]([CH2:12][N:13]3[C:17]4[C:18]([Cl:23])=[N:19][N:20]([CH3:28])[C:21](=[O:22])[C:16]=4[N:15]=[CH:14]3)=[CH:10][CH:9]=2)=[O:7])=[CH:4][CH:3]=1 |f:1.2.3|. Procedure: The procedure of Example 32 was repeated except that 1-[4-(4-chlorobenzoyl)benzyl]-7-chloroimidazo[4,5-d]pyridazin-4(5H)-one was used as the starting compound. Thus, this starting compound (424 mg) was dissolved in DMF (7 ml) followed by addition of potassium carbonate (465 mg). Then, methyl iodide (0.2 ml) was added and the mixture was stirred at room temperature for 65 hours. To this reaction mixture was added water (50 ml) and the resulting crystals were harvested by filtration. This crystal ...